From a dataset of the Open Reaction Database (ORD), a public repository of structured organic reaction records. describe an organic reaction: reactants, conditions, products, and yield The reactants are C(=O)([O-])[O-].[Na+].[Na+] (Na2CO3), BrC=1C=C2C(=C(C=NC2=CC1)C(=O)C1CC1)N[C@@H]1CC[C@H](CC1)CN(C)C ((6-bromo-4-(trans-4-((dimethylamino)methyl)cyclohexylamino)quinolin-3-yl)(cyclopropyl)methanone), ClC1=C(C(=CC(=C1)B1OC(C(O1)(C)C)(C)C)Cl)O (2,6-dichloro-4-(4,4,5,5-tetramethyl-1,3,2-dioxaborolan-2-yl)phenol). Yields the product C1(CC1)C(=O)C=1C=NC2=CC=C(C=C2C1N[C@@H]1CC[C@H](CC1)CN(C)C)C1=CC(=C(C(=C1)Cl)O)Cl (cyclopropyl(6-(3,5-dichloro-4-hydroxyphenyl)-4-(trans-4-((dimethylamino)methyl)cyclohexylamino)quinolin-3-yl)methanone). The yield is 58.8%. As a reaction SMILES: C([O-])([O-])=O.[Na+].[Na+].Br[C:8]1[CH:9]=[C:10]2[C:15](=[CH:16][CH:17]=1)[N:14]=[CH:13][C:12]([C:18]([CH:20]1[CH2:22][CH2:21]1)=[O:19])=[C:11]2[NH:23][C@H:24]1[CH2:29][CH2:28][C@H:27]([CH2:30][N:31]([CH3:33])[CH3:32])[CH2:26][CH2:25]1.[Cl:34][C:35]1[CH:40]=[C:39](B2OC(C)(C)C(C)(C)O2)[CH:38]=[C:37]([Cl:50])[C:36]=1[OH:51]>>[CH:20]1([C:18]([C:12]2[CH:13]=[N:14][C:15]3[C:10]([C:11]=2[NH:23][C@H:24]2[CH2:25][CH2:26][C@H:27]([CH2:30][N:31]([CH3:33])[CH3:32])[CH2:28][CH2:29]2)=[CH:9][C:8]([C:39]2[CH:40]=[C:35]([Cl:34])[C:36]([OH:51])=[C:37]([Cl:50])[CH:38]=2)=[CH:17][CH:16]=3)=[O:19])[CH2:21][CH2:22]1 |f:0.1.2|. Reported procedure: Following general procedure F except 2M Na2CO3 was used instead of 1M Cs2CO3, (6-bromo-4-(trans-4-((dimethylamino)methyl)cyclohexylamino)quinolin-3-yl)(cyclopropyl)methanone (4.29 g, 9.96 mmol) was reacted with 2,6-dichloro-4-(4,4,5,5-tetramethyl-1,3,2-dioxaborolan-2-yl)phenol (4.32 g, 14.95 mmol) to afford the desired product (3.0 g, 59%) as a yellow solid: 1H NMR (300 MHz, DMSO-d6) δ 9.77 (br s, 1H), 9.05 (s, 1H), 8.36 (d, J=2.1 Hz, 1H), 8.03 (dd, J=8.7, 1.8 Hz, 1H), 7.85 (d, J=8.7 Hz, 1H), 7.... Starting materials: N1(N=NC2=C1C=CC=C2)OC(=[N+](C)C)N(C)C.F[B-](F)(F)F (O-(benzotriazol-1-yl)-N,N,N′,N′-tetramethyluronium tetrafluoroborate), Cl.Cl.C(C)(C)(C)C=1C=C(C(=C(C1)NC(=O)C=1N(C2=C(C=CC=C2C1)CN1CCNCC1)C)OC)NS(=O)(=O)C (1-methyl-7-piperazin-1-ylmethyl-1H-indole-2-carboxylic acid-(5-tert-butyl-3-methanesulphonylamino-2-methoxy-phenyl)-amide dihydrochloride), C(=O)(O)CN1CCN(CC1)C(=O)OC(C)(C)C (tert-butyl 4-carboxymethyl-piperazine-1-carboxylate), C(C)(C)N(C(C)C)CC (N,N-diisopropyl-ethylamine). Run in O (water), CN(C=O)C (N,N-dimethylformamide), C(C)(=O)OCC (ethyl acetate). Reaction conditions: time 20 minute. Product: C(C)(C)(C)C=1C=C(C(=C(C1)NC(=O)C=1N(C2=C(C=CC=C2C1)CN1CCN(CC1)C(CN1CCN(CC1)C(=O)OC(C)(C)C)=O)C)OC)NS(=O)(=O)C (Tert-butyl 4-(2-{4-[2-(5-tert-butyl-3-methanesulphonylamino-2-methoxy-phenylcarbamoyl)-1-methyl-1H-indol-7-ylmethyl]-piperazin-1-yl}-2-oxo-ethyl)-piperazine-1-carboxylate). RXN SMILES: [C:1]([CH2:4][N:5]1[CH2:10][CH2:9][N:8]([C:11]([O:13][C:14]([CH3:17])([CH3:16])[CH3:15])=[O:12])[CH2:7][CH2:6]1)([OH:3])=O.N1(OC(N(C)C)=[N+](C)C)C2C=CC=CC=2N=N1.F[B-](F)(F)F.C(N(CC)C(C)C)(C)C.Cl.Cl.[C:51]([C:55]1[CH:56]=[C:57]([NH:83][S:84]([CH3:87])(=[O:86])=[O:85])[C:58]([O:81][CH3:82])=[C:59]([NH:61][C:62]([C:64]2[N:65]([CH3:80])[C:66]3[C:71]([CH:72]=2)=[CH:70][CH:69]=[CH:68][C:67]=3[CH2:73][N:74]2[CH2:79][CH2:78][NH:77][CH2:76][CH2:75]2)=[O:63])[CH:60]=1)([CH3:54])([CH3:53])[CH3:52]>CN(C)C=O.C(OCC)(=O)C.O>[C:51]([C:55]1[CH:56]=[C:57]([NH:83][S:84]([CH3:87])(=[O:86])=[O:85])[C:58]([O:81][CH3:82])=[C:59]([NH:61][C:62]([C:64]2[N:65]([CH3:80])[C:66]3[C:71]([CH:72]=2)=[CH:70][CH:69]=[CH:68][C:67]=3[CH2:73][N:74]2[CH2:75][CH2:76][N:77]([C:1](=[O:3])[CH2:4][N:5]3[CH2:10][CH2:9][N:8]([C:11]([O:13][C:14]([CH3:17])([CH3:16])[CH3:15])=[O:12])[CH2:7][CH2:6]3)[CH2:78][CH2:79]2)=[O:63])[CH:60]=1)([CH3:54])([CH3:52])[CH3:53] |f:1.2,4.5.6|. Procedure: 110 mg tert-butyl 4-carboxymethyl-piperazine-1-carboxylate are dissolved in 2 ml N,N-dimethylformamide, combined with 135 mg O-(benzotriazol-1-yl)-N,N,N′,N′-tetramethyluronium-tetrafluoroborate (TBTU) as well as 270 μl N,N-diisopropyl-ethylamine (DIEA) and stirred for 20 minutes. Then 200 mg 1-methyl-7-piperazin-1-ylmethyl-1H-indole-2-carboxylic acid-(5-tert-butyl-3-methanesulphonylamino-2-methoxy-phenyl)-amide dihydrochloride are added, the mixture is stirred for 12 hours at ambient temperature... Starting materials: ClC\C=C/CCCCCCCC ((Z)-1-chloro-2-undecene), C(C#C)O (propargyl alcohol). Reagents/catalysts: Cl[Cu] (CuCl). Product: C(C#CC\C=C/CCCCCCCC)O ((Z)-5-Tetradecen-2-yn-1-ol). RXN SMILES: Cl[CH2:2]/[CH:3]=[CH:4]\[CH2:5][CH2:6][CH2:7][CH2:8][CH2:9][CH2:10][CH2:11][CH3:12].[CH2:13]([OH:16])[C:14]#[CH:15]>Cl[Cu]>[CH2:13]([OH:16])[C:14]#[C:15][CH2:2]/[CH:3]=[CH:4]\[CH2:5][CH2:6][CH2:7][CH2:8][CH2:9][CH2:10][CH2:11][CH3:12]. Procedure details: By the procedure of example 13, (Z)-1-chloro-2-undecene (4.0 g, 21 mmol), the Grignard complex of propargyl alcohol (prepared from 35 mmol of propargyl alcohol and 70 mmol of ethylmagnesium bromide in 35 ml of dry THF), and 252 mg of CuCl were allowed to react at 50° C. for 20 h. under argon. Workup of the reaction mixture and purification of the crude product as described before in example 13 gave 2.54 g (58% by weight yield) of (Z)-5-tetradecen-2-yn-1-ol as a colorless oil, bp 102°-127° C./0.2... Reactants: N1CCCCC1 (piperidine), C1(=CC=CC=C1)OC(OCN1C(C=CC2=CC=C(C=C12)OCCCCN1CCN(CC1)C1=CC=CC=2SC=CC21)=O)=O (carbonic acid 7-[4-(4-benzo[b]thiophen-4-ylpiperazin-1-yl)butoxy]-2-oxo-2H-quinolin-1-ylmethyl ester phenyl ester), O (Water). Run in C1CCOC1 (THF). Run at time 3.5 day. The product is S1C2=C(C=C1)C(=CC=C2)N2CCN(CC2)CCCCOC2=CC=C1C=CC(N(C1=C2)COC(=O)N2CCCCC2)=O (piperidine-1-carboxylic acid 7-[4-(4-benzo[b]thiophen-4-ylpiperazin-1-yl)butoxy]-2-oxo-2H-quinolin-1-ylmethyl ester). RXN SMILES: C1(O[C:8](=[O:42])[O:9][CH2:10][N:11]2[C:20]3[C:15](=[CH:16][CH:17]=[C:18]([O:21][CH2:22][CH2:23][CH2:24][CH2:25][N:26]4[CH2:31][CH2:30][N:29]([C:32]5[C:40]6[CH:39]=[CH:38][S:37][C:36]=6[CH:35]=[CH:34][CH:33]=5)[CH2:28][CH2:27]4)[CH:19]=3)[CH:14]=[CH:13][C:12]2=[O:41])C=CC=CC=1.[NH:43]1[CH2:48][CH2:47][CH2:46][CH2:45][CH2:44]1.O>C1COCC1>[S:37]1[CH:38]=[CH:39][C:40]2[C:32]([N:29]3[CH2:28][CH2:27][N:26]([CH2:25][CH2:24][CH2:23][CH2:22][O:21][C:18]4[CH:19]=[C:20]5[C:15]([CH:14]=[CH:13][C:12](=[O:41])[N:11]5[CH2:10][O:9][C:8]([N:43]5[CH2:48][CH2:47][CH2:46][CH2:45][CH2:44]5)=[O:42])=[CH:16][CH:17]=4)[CH2:31][CH2:30]3)=[CH:33][CH:34]=[CH:35][C:36]1=2. Reported procedure: To a solution (5 ml) of carbonic acid 7-[4-(4-benzo[b]thiophen-4-ylpiperazin-1-yl)butoxy]-2-oxo-2H-quinolin-1-ylmethyl ester phenyl ester (0.44 g) synthesized in the same manner as in Example 7 in THF was added piperidine (0.76 ml), and the mixture was stirred at room temperature for 3.5 days. Water was added to the reaction mixture and the mixture was extracted with ethyl acetate, dried over sodium sulfate, and concentrated under reduced pressure. The residue was purified by moderate-pressure b... Starting materials: NC1=C(C=C(C=C1)OCC1=CC=C(C=C1)OC)N[C@H]1CC[C@H](CC1)C(=O)NC(C)C (cis-4-(2-amino-5-(4-methoxybenzyloxy)phenylamino)-N-isopropylcyclohexanecarboxamide), N#CBr (cyanic bromide). Solvent: CCO (EtOH). Run at time 2 hour. Yields the product NC1=NC2=C(N1[C@H]1CC[C@H](CC1)C(=O)NC(C)C)C=C(C=C2)OCC2=CC=C(C=C2)OC (cis-4-(2-amino-6-(4-methoxybenzyloxy)-1H-benzo[d]imidazol-1-yl)-N-isopropylcyclohexanecarboxamide). The yield is 99.9%. As a reaction SMILES: [NH2:1][C:2]1[CH:7]=[CH:6][C:5]([O:8][CH2:9][C:10]2[CH:15]=[CH:14][C:13]([O:16][CH3:17])=[CH:12][CH:11]=2)=[CH:4][C:3]=1[NH:18][C@@H:19]1[CH2:24][CH2:23][C@H:22]([C:25]([NH:27][CH:28]([CH3:30])[CH3:29])=[O:26])[CH2:21][CH2:20]1.[N:31]#[C:32]Br>CCO>[NH2:31][C:32]1[N:18]([C@@H:19]2[CH2:24][CH2:23][C@H:22]([C:25]([NH:27][CH:28]([CH3:30])[CH3:29])=[O:26])[CH2:21][CH2:20]2)[C:3]2[CH:4]=[C:5]([O:8][CH2:9][C:10]3[CH:11]=[CH:12][C:13]([O:16][CH3:17])=[CH:14][CH:15]=3)[CH:6]=[CH:7][C:2]=2[N:1]=1. Procedure: To a solution of cis-4-(2-amino-5-(4-methoxybenzyloxy)phenylamino)-N-isopropylcyclohexanecarboxamide (400 mg, 0.972 mmol) in EtOH (4.8 mL) was added cyanic bromide (165 mg, 1.555 mmol) and the mixture was stirred at RT for 2 hours. The solvent was evaporated, and the residue was diluted with DCM (about 10 mL), washed with water, 1N aqueous NaOH, and brine. The organic layer was dried over Na2SO4, filtered and the solvent was removed to afford cis-4-(2-amino-6-(4-methoxybenzyloxy)-1H-benzo[d]imid... Starting materials: C(C)(=O)OCC (ethyl acetate), ClC=1C=C(C=C(C1CC1C(N(CC1)C1CC2=CN(N=C2CC1)S(=O)(=O)C(F)(F)F)=O)Cl)OS(=O)(=O)C(F)(F)F (trifluoro-methanesulfonic acid 3,5-dichloro-4-[2-oxo-1-(2-trifluoromethanesulfonyl-4,5,6,7-tetrahydro-2H-indazol-5-yl)-pyrrolidin-3-ylmethyl]phenyl ester), CN1N=CC(=C1)B1OC(C(O1)(C)C)(C)C (1-methyl-4-(4,4,5,5-tetramethyl-[1,3,2]dioxaborolan-2-yl)-1H-pyrazole), C([O-])([O-])=O.[Na+].[Na+] (sodium carbonate). Reagents/catalysts: C=1C=CC(=CC1)[P](C=2C=CC=CC2)(C=3C=CC=CC3)[Pd]([P](C=4C=CC=CC4)(C=5C=CC=CC5)C=6C=CC=CC6)([P](C=7C=CC=CC7)(C=8C=CC=CC8)C=9C=CC=CC9)[P](C=1C=CC=CC1)(C=1C=CC=CC1)C=1C=CC=CC1 ((Ph3P)4Pd). The solvent is O (water), COCCOC (DME), C(Cl)Cl.CO (CH2Cl2 MeOH). Product: ClC1=C(CC2C(N(CC2)C2CC3=CNN=C3CC2)=O)C(=CC(=C1)C=1C=NN(C1)C)Cl (3-[2,6-Dichloro-4-(1-methyl-1H-pyrazol-4-yl)-benzyl]-1-(4,5,6,7-tetrahydro-2H-indazol-5-yl)-pyrrolidin-2-one). RXN SMILES: [Cl:1][C:2]1[CH:3]=[C:4](OS(C(F)(F)F)(=O)=O)[CH:5]=[C:6]([Cl:31])[C:7]=1[CH2:8][CH:9]1[CH2:13][CH2:12][N:11]([CH:14]2[CH2:22][CH2:21][C:20]3[C:16](=[CH:17][N:18](S(C(F)(F)F)(=O)=O)[N:19]=3)[CH2:15]2)[C:10]1=[O:30].[CH3:40][N:41]1[CH:45]=[C:44](B2OC(C)(C)C(C)(C)O2)[CH:43]=[N:42]1.C(=O)([O-])[O-].[Na+].[Na+].C(OCC)(=O)C>COCCOC.C1C=CC([P]([Pd]([P](C2C=CC=CC=2)(C2C=CC=CC=2)C2C=CC=CC=2)([P](C2C=CC=CC=2)(C2C=CC=CC=2)C2C=CC=CC=2)[P](C2C=CC=CC=2)(C2C=CC=CC=2)C2C=CC=CC=2)(C2C=CC=CC=2)C2C=CC=CC=2)=CC=1.C(Cl)Cl.CO.O>[Cl:1][C:2]1[CH:3]=[C:4]([C:44]2[CH:43]=[N:42][N:41]([CH3:40])[CH:45]=2)[CH:5]=[C:6]([Cl:31])[C:7]=1[CH2:8][CH:9]1[CH2:13][CH2:12][N:11]([CH:14]2[CH2:22][CH2:21][C:20]3[C:16](=[CH:17][NH:18][N:19]=3)[CH2:15]2)[C:10]1=[O:30] |f:2.3.4,8.9,^1:76,78,97,116|. Reported procedure: Combine trifluoro-methanesulfonic acid 3,5-dichloro-4-[2-oxo-1-(2-trifluoromethanesulfonyl-4,5,6,7-tetrahydro-2H-indazol-5-yl)-pyrrolidin-3-ylmethyl]phenyl ester (Preparation 33) (0.5, 0.77 mmol), 1-methyl-4-(4,4,5,5-tetramethyl-[1,3,2]dioxaborolan-2-yl)-1H-pyrazole (0.484 g, 2.3 mmol), sodium carbonate (2.7 ml of 2.0 M, 5.4 mmol) in DME (12 mL) and degas with a stream of nitrogen. Add (Ph3P)4Pd (0.089 g, 0.07 mmol), and stir at 80° C. for 4 hour under nitrogen atmosphere. Cool to ambient temper... The reactants are CO, CCOCC, Cl, CC(C)(C)OC(=O)C1CC2(c3ccccc3)NC1CCC2OCc1cc(C(F)(F)F)cc(C(F)(F)F)c1. Yields the product Cl, COC(=O)C1CC2(c3ccccc3)NC1CCC2OCc1cc(C(F)(F)F)cc(C(F)(F)F)c1. As a reaction SMILES: [CH3:38][OH:39].[CH3:41][CH2:42][O:43][CH2:44][CH3:45].[ClH:40].[F:1][C:2]([c:3]1[cH:4][c:5]([CH2:13][O:14][CH:15]2[C:16]3([c:30]4[cH:31][cH:32][cH:33][cH:34][cH:35]4)[CH2:17][CH:18]([C:23](=[O:24])[O:25][C:26]([CH3:27])([CH3:28])[CH3:29])[CH:19]([CH2:20][CH2:21]2)[NH:22]3)[cH:6][c:7]([C:9]([F:10])([F:11])[F:12])[cH:8]1)([F:36])[F:37]>>[ClH:40].[F:1][C:2]([c:3]1[cH:4][c:5]([CH2:13][O:14][CH:15]2[C:16]3([c:30]4[cH:31][cH:32][cH:33][cH:34][cH:35]4)[CH2:17][CH:18]([C:23](=[O:24])[O:25][CH3:26])[CH:19]([CH2:20][CH2:21]2)[NH:22]3)[cH:6][c:7]([C:9]([F:10])([F:11])[F:12])[cH:8]1)([F:36])[F:37]. Starting materials: C1CCOC1, CC(C)C[AlH]CC(C)C, Cl, COC(=O)c1nn(-c2cccc(C(F)(F)F)c2)ccc1=O. Product: O=c1ccn(-c2cccc(C(F)(F)F)c2)nc1CO. As a reaction SMILES: [CH2:31]1[O:32][CH2:33][CH2:34][CH2:35]1.[CH3:22][CH:23]([CH2:24][AlH:25][CH2:26][CH:27]([CH3:28])[CH3:29])[CH3:30].[ClH:36].[O:1]=[c:2]1[c:3]([C:18](=[O:19])[O:20][CH3:21])[n:4][n:5](-[c:8]2[cH:9][c:10]([C:14]([F:15])([F:16])[F:17])[cH:11][cH:12][cH:13]2)[cH:6][cH:7]1>>[O:1]=[c:2]1[c:3]([CH2:18][OH:19])[n:4][n:5](-[c:8]2[cH:9][c:10]([C:14]([F:15])([F:16])[F:17])[cH:11][cH:12][cH:13]2)[cH:6][cH:7]1. Reactants: ClC=1C(=C(C(=O)OC)C=C(C1)OC)O (methyl 3-chloro-2-hydroxy-5-methoxybenzoate), red phosphorus, ice. Solvent: Br (hydrobromic acid). Reaction conditions: temperature 85 celsius, time 15 hour. The product is ClC=1C(=C(C(=O)O)C=C(C1)O)O (3-chloro-2,5-dihydroxybenzoic acid). RXN SMILES: [Cl:1][C:2]1[C:3]([OH:14])=[C:4]([CH:9]=[C:10]([O:12]C)[CH:11]=1)[C:5]([O:7]C)=[O:6]>Br>[Cl:1][C:2]1[C:3]([OH:14])=[C:4]([CH:9]=[C:10]([OH:12])[CH:11]=1)[C:5]([OH:7])=[O:6]. Reported procedure: 9.95 g of methyl 3-chloro-2-hydroxy-5-methoxybenzoate were taken up in 300 ml of hydrobromic acid (48% strength in water). 1.79 g of red phosphorus were added, and the mixture was then stirred at 85° C. for 15 hours. After cooling, the reaction mixture was poured into about 1 liter of ice-cold water and extracted with ethyl acetate. The crude product obtained after drying and concentration of the ethyl acetate phase was used for the next step without further purification.